Dataset: the Open Reaction Database (ORD), a public repository of structured organic reaction records. Task: describe an organic reaction: reactants, conditions, products, and yield Reactants: BrC1=C(C=CC=C1)CSC1=C(C=CC=C1)NC(=O)[C@H]1N(CCC1)C(CC1=CC=C(C=C1)OC)=O ((2S)-(N-[2-(2-bromophenylmethylthio)phenyl])carbamoyl-1-(4-methoxyphenylacetyl)pyrrolidine), [BH4-].[Na+] (sodium borohydride), B(F)(F)F.CCOCC (Boron trifluoride etherate). Run in O1CCCC1 (tetrahydrofuran). Run at time 1 hour. Yields the product BrC1=C(C=CC=C1)CSC1=C(C=CC=C1)NC[C@H]1N(CCC1)CCC1=CC=C(C=C1)OC ((2S)-(N-[2-(2-Bromophenylmethylthio)phenyl])aminomethyl-1-(4-methoxyphenethyl)pyrrolidine). Isolated yield 95.8%. Reaction SMILES: B(F)(F)F.CCOCC.[Br:10][C:11]1[CH:16]=[CH:15][CH:14]=[CH:13][C:12]=1[CH2:17][S:18][C:19]1[CH:24]=[CH:23][CH:22]=[CH:21][C:20]=1[NH:25][C:26]([C@@H:28]1[CH2:32][CH2:31][CH2:30][N:29]1[C:33](=O)[CH2:34][C:35]1[CH:40]=[CH:39][C:38]([O:41][CH3:42])=[CH:37][CH:36]=1)=O.[BH4-].[Na+]>O1CCCC1>[Br:10][C:11]1[CH:16]=[CH:15][CH:14]=[CH:13][C:12]=1[CH2:17][S:18][C:19]1[CH:24]=[CH:23][CH:22]=[CH:21][C:20]=1[NH:25][CH2:26][C@@H:28]1[CH2:32][CH2:31][CH2:30][N:29]1[CH2:33][CH2:34][C:35]1[CH:36]=[CH:37][C:38]([O:41][CH3:42])=[CH:39][CH:40]=1 |f:0.1,3.4|. Procedure: Boron trifluoride etherate (1531 g, 1327 ml) was added over ten minutes to a stirred, ice-cooled solution of (2S)-(N-[2-(2-bromophenylmethylthio)phenyl])carbamoyl-1-(4-methoxyphenylacetyl)pyrrolidine (see Preparation 23) (1750 g) and sodium borohydride (306.2 g) in tetrahydrofuran (8.73 L). The mixture was stirred at room temperature for one hour, heated under reflux for two hours, cooled, evaporated under reduced pressure to reduced volume to remove the tetrahydrofuran, quenched by the cautious... Starting materials: CC(C)(C)OC1CC(COCc2ccccc2)N(S(=O)(=O)c2ccc3ccccc3c2)C1, O=C(O)C(F)(F)F. The product is O=S(=O)(c1ccc2ccccc2c1)N1CC(O)CC1COCc1ccccc1. Reaction SMILES: [CH2:1]([c:2]1[cH:3][cH:4][cH:5][cH:6][cH:7]1)[O:8][CH2:9][CH:10]1[N:11]([S:20](=[O:21])(=[O:22])[c:23]2[cH:24][c:25]3[cH:26][cH:27][cH:28][cH:29][c:30]3[cH:31][cH:32]2)[CH2:12][CH:13]([O:15][C:16]([CH3:17])([CH3:18])[CH3:19])[CH2:14]1.[OH:33][C:34]([C:35]([F:36])([F:37])[F:38])=[O:39]>>[CH2:1]([c:2]1[cH:3][cH:4][cH:5][cH:6][cH:7]1)[O:8][CH2:9][CH:10]1[N:11]([S:20](=[O:21])(=[O:22])[c:23]2[cH:24][c:25]3[cH:26][cH:27][cH:28][cH:29][c:30]3[cH:31][cH:32]2)[CH2:12][CH:13]([OH:15])[CH2:14]1.